From a dataset of the Open Reaction Database (ORD), a public repository of structured organic reaction records. describe an organic reaction: reactants, conditions, products, and yield The product is C1(=CC=CC=C1)C(N1CC(N(C(C1)=O)N=CC1=NC(=CC=C1)C)=O)C1=CC=CC=C1 (1-diphenylmethyl-4-(6-methyl-2-pyridylmethyleneamino)-3,5-diketopiperazine). Solvent: C1=CC=CC=C1 (benzene). Procedure: A mixture of 22.6 parts by weight of 6-methylpyridine-2-carboxaldehyde and 50 parts by weight of 5-diphenylmethyl-3,7-diketo-1,2-dihydro-1,2,5-triazepine in the presence of 800 parts by volume of benzene is heated at reflux temperature for 4 hrs. with continuous water separation. The mixture is first washed with 3N hydrochloric acid, then washed with water and evaporated to dryness to give a residue. Crystallization of this residue from ethanol affords 1-diphenylmethyl-4-(6-methyl-2-pyridylmethy... RXN SMILES: [CH3:1][C:2]1[N:7]=[C:6]([CH:8]=O)[CH:5]=[CH:4][CH:3]=1.[C:10]1([CH:16]([C:26]2[CH:31]=[CH:30][CH:29]=[CH:28][CH:27]=2)[N:17]2[CH2:23][C:22](=[O:24])[NH:21][NH:20][C:19](=[O:25])[CH2:18]2)[CH:15]=[CH:14][CH:13]=[CH:12][CH:11]=1>C1C=CC=CC=1>[C:26]1([CH:16]([C:10]2[CH:11]=[CH:12][CH:13]=[CH:14][CH:15]=2)[N:17]2[CH2:23][C:22](=[O:24])[N:20]([N:21]=[CH:8][C:6]3[CH:5]=[CH:4][CH:3]=[C:2]([CH3:1])[N:7]=3)[C:19](=[O:25])[CH2:18]2)[CH:31]=[CH:30][CH:29]=[CH:28][CH:27]=1. The reactants are 22.6, CC1=CC=CC(=N1)C=O (6-methylpyridine-2-carboxaldehyde), C1(=CC=CC=C1)C(N1CC(NNC(C1)=O)=O)C1=CC=CC=C1 (5-diphenylmethyl-3,7-diketo-1,2-dihydro-1,2,5-triazepine), 800.